Dataset: the Open Reaction Database (ORD), a public repository of structured organic reaction records. Task: describe an organic reaction: reactants, conditions, products, and yield Reactants: C1(CCCC1)OC=1C=C(C=CC1OC)N(C1=C(C(=O)OC(C)(C)C)C=CC=C1)CC=1C=NC=CC1 (Tert-Butyl N-(3-cyclopentyloxy-4-methoxyphenyl)-N-(3-pyridylmethyl)-2-aminobenzoate). Run in C(=O)O (formic acid). Run at temperature 40 celsius. Product: C1(CCCC1)OC=1C=C(C=CC1OC)N(C1=C(C(=O)O)C=CC=C1)CC=1C=NC=CC1 (N-(3-Cyclopentyloxy-4-methoxyphenyl)-N-(3-pyridylmethyl)-2-aminobenzoic Acid). The yield is 29.4%. Reaction SMILES: [CH:1]1([O:6][C:7]2[CH:8]=[C:9]([N:15]([CH2:29][C:30]3[CH:31]=[N:32][CH:33]=[CH:34][CH:35]=3)[C:16]3[CH:28]=[CH:27][CH:26]=[CH:25][C:17]=3[C:18]([O:20]C(C)(C)C)=[O:19])[CH:10]=[CH:11][C:12]=2[O:13][CH3:14])[CH2:5][CH2:4][CH2:3][CH2:2]1>C(O)=O>[CH:1]1([O:6][C:7]2[CH:8]=[C:9]([N:15]([CH2:29][C:30]3[CH:31]=[N:32][CH:33]=[CH:34][CH:35]=3)[C:16]3[CH:28]=[CH:27][CH:26]=[CH:25][C:17]=3[C:18]([OH:20])=[O:19])[CH:10]=[CH:11][C:12]=2[O:13][CH3:14])[CH2:5][CH2:4][CH2:3][CH2:2]1. Reported procedure: Tert-Butyl N-(3-cyclopentyloxy-4-methoxyphenyl)-N-(3-pyridylmethyl)-2-aminobenzoate (60 mg, 0.13 mmol) was taken up in 0.2 mL 98% formic acid and heated at 40° C. for 4 h. The formic acid was removed in vacuo and the residue was loaded onto a column of silica gel (RediSep, 4.2 g). The product was eluted with a linear gradient from 40% EtOAc in hexanes to 60% EtOAc in hexanes over 15 min to yield 16 mg of product as a brown solid. 1H NMR (CDCl3) □ 8.47 (d, 1H, J=4.9), 8.43 (s, 1H), 8.10 (d, 1H, J... Starting materials: BrCC1=C(C=CC=C1)C(F)(F)F (1-bromomethyl-2-trifluoromethyl-benzene), [C-]#N.[Na+] (sodium cyanide), C(C)OC(C)=O (ethylacetate). The solvent is CCCCCC (hexane), CS(=O)C (DMSO). Run at temperature 90 celsius. Yields the product FC(C1=C(C=CC=C1)CC#N)(F)F ((2-Trifluoromethyl-phenyl)-acetonitrile). The yield is 88.5%. As a reaction SMILES: Br[CH2:2][C:3]1[CH:8]=[CH:7][CH:6]=[CH:5][C:4]=1[C:9]([F:12])([F:11])[F:10].[C-:13]#[N:14].[Na+].C(OC(=O)C)C>CS(C)=O.CCCCCC>[F:10][C:9]([F:12])([F:11])[C:4]1[CH:5]=[CH:6][CH:7]=[CH:8][C:3]=1[CH2:2][C:13]#[N:14] |f:1.2|. Procedure: A solution of 1-bromomethyl-2-trifluoromethyl-benzene (3.5 g, 14.641 mmol) in DMSO (18 mL) and sodium cyanide (1.076 g, 21.962 mmol) were taken in a flask and the flask was heated to 90° C. for 3 hours. The reaction was monitored by TLC (2% ethylacetate in hexane). The reaction mixture was partitioned between water and ethylacetate. The organic layer was washed with brine solution, dried over Na2SO4 and concentrated to afford 2.4 g of the crude product which was used in the next step without fur... Reactants: CCc1ccc(C=O)cc1, CC#N, CC(=O)CC(C)=O, C[Si](C)(C)Cl, [I-], [Na+], [Na+], [Na+], O=S([O-])([O-])=S. Product: CCc1ccc(CC(C(C)=O)C(C)=O)cc1. As a reaction SMILES: [CH2:15]([CH3:16])[c:17]1[cH:18][cH:19][c:20]([CH:21]=[O:22])[cH:23][cH:24]1.[CH3:32][C:33]#[N:34].[CH3:8][C:9]([CH2:10][C:11]([CH3:12])=[O:13])=[O:14].[Cl:3][Si:4]([CH3:5])([CH3:6])[CH3:7].[I-:2].[Na+:1].[Na+:30].[Na+:31].[S:25]([O-:26])([O-:27])(=[O:28])=[S:29]>>[CH3:8][C:9]([CH:10]([C:11]([CH3:12])=[O:13])[CH2:21][c:20]1[cH:19][cH:18][c:17]([CH2:15][CH3:16])[cH:24][cH:23]1)=[O:14]. Starting materials: C(C)(C)(C)OC(=O)N1C(CC(C1)OC1=CC(=CC(=C1)[N+](=O)[O-])F)CO (4-(3-fluoro-5-nitro-phenoxy)-2-hydroxymethyl-pyrrolidine-1-carboxylic acid tertbutyl ester), C(=O)(C(F)(F)F)O (TFA). Solvent: ClCCl (dichloromethane). Conditions: time 0.5 hour. The product is FC=1C=C(OC2CC(NC2)CO)C=C(C1)[N+](=O)[O-] ([4-(3-fluoro-5-nitro-phenoxy)-pyrrolidin-2-yl]-methanol). The yield is 89.7%. Reaction SMILES: C(OC([N:8]1[CH2:12][CH:11]([O:13][C:14]2[CH:19]=[C:18]([N+:20]([O-:22])=[O:21])[CH:17]=[C:16]([F:23])[CH:15]=2)[CH2:10][CH:9]1[CH2:24][OH:25])=O)(C)(C)C.C(O)(C(F)(F)F)=O>ClCCl>[F:23][C:16]1[CH:15]=[C:14]([CH:19]=[C:18]([N+:20]([O-:22])=[O:21])[CH:17]=1)[O:13][CH:11]1[CH2:12][NH:8][CH:9]([CH2:24][OH:25])[CH2:10]1. Procedure details: To 2.0 g of 4-(3-fluoro-5-nitro-phenoxy)-2-hydroxymethyl-pyrrolidine-1-carboxylic acid tert-butyl ester (6) in 5 mL of dichloromethane was added 10 mL of TFA. The mixture was stirred for 0.5 hours at room temperature and then solvents were removed in vacuo. The resulting residue was dissolved in 50 mL of EtOAc and washed with aq. NaOH (3×25 mL) and brine (25 mL). The organic layer was then dried over Na2SO4, filtered, and concentrated to give 1.29 g (90%) of [4-(3-fluoro-5-nitro-phenoxy)-pyrroli... Starting materials: Cl, O=C(O)C(F)(F)F, NC1COC1=O, NCCS, [Na+], [OH-], O. Yields the product Cl, NCCSCC(N)C(=O)O. Reaction SMILES: [ClH:1].[F:6][C:7]([F:8])([F:9])[C:10]([OH:11])=[O:12].[NH2:13][CH:14]1[C:15](=[O:18])[O:16][CH2:17]1.[NH2:2][CH2:3][CH2:4][SH:5].[Na+:20].[OH-:19].[OH2:21]>>[ClH:1].[NH2:2][CH2:3][CH2:4][S:5][CH2:17][CH:14]([NH2:13])[C:15](=[O:16])[OH:18]. Reported procedure: 2-(4-Methanesulfonyl-benzyl)-4-methyl-1,1,3-trioxo-1,2,3,4-tetrahydro-1λ6-benzo[1,2,4]thiadiazine-7-carboxylic acid was coupled with benzyl amine according to the procedure of Example 2 to give the title compound. 1H-NMR (CDCl3); δ 8.19 (s, 1H), 8.01 (d, 1H), 7.74 (d, 2H), 7.45 (d, 2H), 7.34 (m, 6H), 6.67 (bs, 1H), 4.62 (t, 2H), 3.76 (bs, 2H), 3.22 (s, 3H) and 2.98 (s, 3H) ppm. Anal. (C24H23N3O6S2.0.5C4H10O.0.66H2O) C,H,N. MS: M++1=514.1 Da Starting materials: CS(=O)(=O)C1=CC=C(CN2S(C3=C(N(C2=O)C)C=CC(=C3)C(=O)O)(=O)=O)C=C1 (2-(4-Methanesulfonyl-benzyl)-4-methyl-1,1,3-trioxo-1,2,3,4-tetrahydro-1λ6-benzo[1,2,4]thiadiazine-7-carboxylic acid), C(C1=CC=CC=C1)N (benzyl amine). Product: C(C1=CC=CC=C1)NC(=O)C1=CC2=C(N(C(N(S2(=O)=O)CC2=CC=C(C=C2)S(=O)(=O)C)=O)C)C=C1 (2-(4-Methanesulfonyl-benzyl)-4-methyl-1,1,3-trioxo-1,2,3,4-tetrahydro-1λ6-benzo[1,2,4]thiadiazine-7-carboxylic Acid Benzylamide). Reaction SMILES: [CH3:1][S:2]([C:5]1[CH:28]=[CH:27][C:8]([CH2:9][N:10]2[C:15](=[O:16])[N:14]([CH3:17])[C:13]3[CH:18]=[CH:19][C:20]([C:22]([OH:24])=O)=[CH:21][C:12]=3[S:11]2(=[O:26])=[O:25])=[CH:7][CH:6]=1)(=[O:4])=[O:3].[CH2:29]([NH2:36])[C:30]1[CH:35]=[CH:34][CH:33]=[CH:32][CH:31]=1>>[CH2:29]([NH:36][C:22]([C:20]1[CH:19]=[CH:18][C:13]2[N:14]([CH3:17])[C:15](=[O:16])[N:10]([CH2:9][C:8]3[CH:7]=[CH:6][C:5]([S:2]([CH3:1])(=[O:3])=[O:4])=[CH:28][CH:27]=3)[S:11](=[O:25])(=[O:26])[C:12]=2[CH:21]=1)=[O:24])[C:30]1[CH:35]=[CH:34][CH:33]=[CH:32][CH:31]=1. Starting materials: Cc1ccccc1OC(c1ccccc1)C1CCN(C(=O)OC(C)(C)C)C1, CCO, Cl. The product is Cc1ccccc1OC(c1ccccc1)C1CCNC1. As a reaction SMILES: [C:1]([O:2][C:3](=[O:4])[N:8]1[CH2:9][CH:10]([CH:13]([O:14][c:15]2[c:16]([CH3:21])[cH:17][cH:18][cH:19][cH:20]2)[c:22]2[cH:23][cH:24][cH:25][cH:26][cH:27]2)[CH2:11][CH2:12]1)([CH3:5])([CH3:6])[CH3:7].[CH3:29][CH2:30][OH:31].[ClH:28]>>[NH:8]1[CH2:9][CH:10]([CH:13]([O:14][c:15]2[c:16]([CH3:21])[cH:17][cH:18][cH:19][cH:20]2)[c:22]2[cH:23][cH:24][cH:25][cH:26][cH:27]2)[CH2:11][CH2:12]1. Starting materials: C(C)(C)(C)OC(=O)N1[C@@H](CCCC1)CC1=CC(=CC=C1)I ((S)-2-(3-iodo-benzyl)-piperidine-1-carboxylic acid tert-butyl ester), N1N=NC=C1 (1H-1,2,3-triazole), C(C)(C)C (H-tBu). Product: C(C)(C)(C)OC(=O)N1[C@@H](CCCC1)CC1=CC(=CC=C1)N1N=CC=N1 ((S)-2-(3-[1,2,3]Triazol-2-yl-benzyl)-piperidine-1-carboxylic acid tert-butyl ester). Reaction SMILES: [C:1]([O:5][C:6]([N:8]1[CH2:13][CH2:12][CH2:11][CH2:10][C@H:9]1[CH2:14][C:15]1[CH:20]=[CH:19][CH:18]=[C:17](I)[CH:16]=1)=[O:7])([CH3:4])([CH3:3])[CH3:2].[NH:22]1[CH:26]=[CH:25][N:24]=[N:23]1.C(C)(C)C>>[C:1]([O:5][C:6]([N:8]1[CH2:13][CH2:12][CH2:11][CH2:10][C@H:9]1[CH2:14][C:15]1[CH:20]=[CH:19][CH:18]=[C:17]([N:23]2[N:24]=[CH:25][CH:26]=[N:22]2)[CH:16]=1)=[O:7])([CH3:4])([CH3:3])[CH3:2]. Procedure details: (S)-2-(3-[1,2,3]Triazol-2-yl-benzyl)-piperidine-1-carboxylic acid tert-butyl ester was prepared from (S)-2-(3-iodo-benzyl)-piperidine-1-carboxylic acid tert-butyl ester and 1H-1,2,3-triazole in analogy to the procedure described for A-13. LC-MS C: tR=1.05 min; [M+H-tBu]+=287.08. Reactants: ClC1=NC(=CC=C1)Cl (2,6-dichloropyridine), CNCCNC (dimethylethylenediamine), N1=CC=CC=C1 (pyridine). Yields the product CN(CCNC1=NC(=CC=C1)Cl)C (2-(2-Dimethylaminoethylamino)-6-chloro-pyridine). Yield: 70.0%. RXN SMILES: Cl[C:2]1[CH:7]=[CH:6][CH:5]=[C:4]([Cl:8])[N:3]=1.C[NH:10][CH2:11][CH2:12][NH:13][CH3:14].N1C=CC=C[CH:16]=1>>[CH3:16][N:13]([CH3:14])[CH2:12][CH2:11][NH:10][C:2]1[CH:7]=[CH:6][CH:5]=[C:4]([Cl:8])[N:3]=1. Procedure details: A solution of 2,6-dichloropyridine (29.6 g., 0.20 mole) and unsymmetrical dimethylethylenediamine (52.9 g., 0.60 mole) in 100 ml of pyridine is stirred at reflux for 48 hours. The pyridine is removed under reduced pressure and the residual mixture is poured into water and made basic with excess sodium hydroxide. The product is extracted into ethyl acetate which is then concentrated and the residual oil is distilled. 2-(2-Dimethylaminoethylamino)-6-chloropyridine boiling at 104°-105° at 0.2 mm is...